From a dataset of the Open Reaction Database (ORD), a public repository of structured organic reaction records. describe an organic reaction: reactants, conditions, products, and yield Starting materials: CC(Cn1ncc2ccc(O)c(Br)c21)NC(=O)OCc1ccccc1, CC(=O)O, [Na+], O=[N+]([O-])[O-], C1CCOC1, O. Yields the product CC(Cn1ncc2ccc(O)c([N+](=O)[O-])c21)NC(=O)OCc1ccccc1. RXN SMILES: [Br:1][c:2]1[c:3]([OH:25])[cH:4][cH:5][c:6]2[cH:7][n:8][n:9]([CH2:11][CH:12]([CH3:13])[NH:14][C:15]([O:16][CH2:17][c:18]3[cH:19][cH:20][cH:21][cH:22][cH:23]3)=[O:24])[c:10]12.[CH3:37][C:38](=[O:39])[OH:40].[Na+:26].[O-:27][N+:28]([O-:29])=[O:30].[O:32]1[CH2:33][CH2:34][CH2:35][CH2:36]1.[OH2:31]>>[c:2]1([N+:28](=[O:27])[O-:29])[c:3]([OH:25])[cH:4][cH:5][c:6]2[cH:7][n:8][n:9]([CH2:11][CH:12]([CH3:13])[NH:14][C:15]([O:16][CH2:17][c:18]3[cH:19][cH:20][cH:21][cH:22][cH:23]3)=[O:24])[c:10]12. Starting materials: CC(=O)Oc1ccc(C(=O)Nc2cccc(OCc3cncc4ccccc34)c2)cc1C(C)(C)C, CO, ClCCl. Yields the product CC(C)(C)c1cc(C(=O)Nc2cccc(OCc3cncc4ccccc34)c2)ccc1O. Reaction SMILES: [C:1](=[O:2])([CH3:3])[O:4][c:5]1[c:6]([C:32]([CH3:33])([CH3:34])[CH3:35])[cH:7][c:8]([C:9](=[O:10])[NH:11][c:12]2[cH:13][c:14]([O:18][CH2:19][c:20]3[cH:21][n:22][cH:23][c:24]4[cH:25][cH:26][cH:27][cH:28][c:29]34)[cH:15][cH:16][cH:17]2)[cH:30][cH:31]1.[CH3:39][OH:40].[Cl:36][CH2:37][Cl:38]>>[OH:4][c:5]1[c:6]([C:32]([CH3:33])([CH3:34])[CH3:35])[cH:7][c:8]([C:9](=[O:10])[NH:11][c:12]2[cH:13][c:14]([O:18][CH2:19][c:20]3[cH:21][n:22][cH:23][c:24]4[cH:25][cH:26][cH:27][cH:28][c:29]34)[cH:15][cH:16][cH:17]2)[cH:30][cH:31]1. The reactants are C(C)(C)(C)OC(=O)N1C2CC(CC1CC2)=O (3-Oxo-8-aza-bicyclo[3.2.1]octane-8-carboxylic acid tert-butyl ester), [Cl-].[NH4+] (ammonium chloride), C(CCC)[Li] (n-Butyl lithium), CN1C=NC=C1 (1-methyl imidazole). Solvent: C1CCOC1 (THF), C1CCOC1 (THF). Run at temperature -78 celsius, time 1 hour. Yields the product C(C)(C)(C)OC(=O)N1C2CC(CC1CC2)(C=2N(C=CN2)C)O (3-Hydroxy-3-(1-methyl-1H-imidazol-2-yl)-8-aza-bicyclo[3.2.1]octane-8-carboxylic acid tert-butyl ester). Isolated yield 16.6%. Reaction SMILES: C([Li])CCC.[CH3:6][N:7]1[CH:11]=[CH:10][N:9]=[CH:8]1.[C:12]([O:16][C:17]([N:19]1[CH:24]2[CH2:25][CH2:26][CH:20]1[CH2:21][C:22](=[O:27])[CH2:23]2)=[O:18])([CH3:15])([CH3:14])[CH3:13].[Cl-].[NH4+]>C1COCC1>[C:12]([O:16][C:17]([N:19]1[CH:24]2[CH2:25][CH2:26][CH:20]1[CH2:21][C:22]([OH:27])([C:8]1[N:7]([CH3:6])[CH:11]=[CH:10][N:9]=1)[CH2:23]2)=[O:18])([CH3:15])([CH3:13])[CH3:14] |f:3.4|. Reported procedure: n-Butyl lithium (2.5 M, 1 mL, 2.5 mmol) was added dropwise to a solution of 1-methyl imidazole (0.193 g, 2.35 mmol) in THF (10 mL), under nitrogen at −78° C. 3-Oxo-8-aza-bicyclo[3.2.1]octane-8-carboxylic acid tert-butyl ester (0.55 g, 2.45 mmol) in THF (2.5 mL) was added and the mixture stirred at −78° C. for 1 hour before warming to room temperature. A solution of saturated aqueous ammonium chloride was added and the mixture extracted into ethyl acetate, dried over magnesium sulphate, filtered ... The reactants are C(C)(C)N1CCC(CC1)C1=CC=C(C=C1)NC=1C=2N(C(=CN1)C=1C=NNC1)C=CN2 ([4-(1-Isopropylpiperidin-4-yl)phenyl]-[5-(1H-pyrazol-4-yl)imidazo[1,2-a]pyrazin-8-yl]amine), BrCC(=O)N (2-bromoacetamide). Product: N1N=CC(=C1)C1=CN=C(C=2N1C=CN2)NC2=CC=C(C=C2)C2CCN(CC2)CC(=O)N (2-(4-{4-[5-(1H-Pyrazol-4-yl)imidazo[1,2-a]pyrazin-8-ylamino]phenyl}piperidin-1-yl)acetamide). As a reaction SMILES: C([N:4]1[CH2:9][CH2:8][CH:7]([C:10]2[CH:15]=[CH:14][C:13]([NH:16][C:17]3[C:18]4[N:19]([CH:28]=[CH:29][N:30]=4)[C:20]([C:23]4[CH:24]=[N:25][NH:26][CH:27]=4)=[CH:21][N:22]=3)=[CH:12][CH:11]=2)[CH2:6][CH2:5]1)(C)C.Br[CH2:32][C:33]([NH2:35])=[O:34]>>[NH:25]1[CH:24]=[C:23]([C:20]2[N:19]3[CH:28]=[CH:29][N:30]=[C:18]3[C:17]([NH:16][C:13]3[CH:12]=[CH:11][C:10]([CH:7]4[CH2:8][CH2:9][N:4]([CH2:32][C:33]([NH2:35])=[O:34])[CH2:5][CH2:6]4)=[CH:15][CH:14]=3)=[N:22][CH:21]=2)[CH:27]=[N:26]1. Procedure: This compound may be prepared using the methods described for Compound 202, using 2-bromoacetamide in Step 1. LCMS: Rt=0.73 min (100%), m/z (ESI) 417 (M+H)+. The reactants are BrC1=C2C3(C(NC2=CC=C1)=O)C1=C(OC3)C=C3OCCC3=C1 (4′-bromo-5,6-dihydrospiro[benzo[1,2-b:5,4-b′]difuran-3,3′-indol]-2′(1′H)-one), BrCC1OCCCC1 (2-(bromomethyl)tetrahydro-2H-pyran), 5,6-dihydrospiro[benzo[1,2-b:5,4-b′]difuran-3,3′-indol]-2″(1′H)-one, CC1=CC=C(C=C1)S(=O)(=O)OC[C@@H]1OCCC1 ((R)-(tetrahydrofuran-2-yl)methyl 4-methylbenzenesulfonate). Yields the product BrC1=C2C3(C(N(C2=CC=C1)C[C@@H]1OCCC1)=O)C1=C(OC3)C=C3OCCC3=C1 (4′-bromo-1′-[(2R)-tetrahydrofuran-2-ylmethyl]-5,6-dihydrospiro[benzo[1,2-b:5,4-b′]difuran-3,3′-indol]-2′(1′H)-one). Reaction SMILES: [Br:1][C:2]1[CH:10]=[CH:9][CH:8]=[C:7]2[C:3]=1[C:4]1([CH2:15][O:14][C:13]3[CH:16]=[C:17]4[C:21](=[CH:22][C:12]1=3)[CH2:20][CH2:19][O:18]4)[C:5](=[O:11])[NH:6]2.CC1C=CC(S(O[CH2:34][C@H:35]2[CH2:39][CH2:38][CH2:37][O:36]2)(=O)=O)=CC=1.BrCC1CCCCO1>>[Br:1][C:2]1[CH:10]=[CH:9][CH:8]=[C:7]2[C:3]=1[C:4]1([CH2:15][O:14][C:13]3[CH:16]=[C:17]4[C:21](=[CH:22][C:12]1=3)[CH2:20][CH2:19][O:18]4)[C:5](=[O:11])[N:6]2[CH2:34][C@H:35]1[CH2:39][CH2:38][CH2:37][O:36]1. Procedure details: Following the procedure as described in EXAMPLE 4 and making non-critical variations using 4′-bromo-5,6-dihydrospiro[benzo[1,2-b:5,4-b′]difuran-3,3′-indol]-2′(1′H)-one to replace 5,6-dihydrospiro[benzo[1,2-b:5,4-b′]difuran-3,3′-indol]-2″(1′H)-one, and (R)-(tetrahydrofuran-2-yl)methyl 4-methylbenzenesulfonate to replace 2-(bromomethyl)tetrahydro-2H-pyran, 4′-bromo-1′-[(2R)-tetrahydrofuran-2-ylmethyl]-5,6-dihydrospiro[benzo[1,2-b:5,4-b′]difuran-3,3′-indol]-2′(1′H)-one was obtained (75%) as a color... Starting materials: CCON=C(C(=O)OCC)c1csc(O)n1, CCO, Cl, [K+], [OH-], O. The product is CCON=C(C(=O)O)c1csc(O)n1. Reaction SMILES: [CH2:1]([CH3:2])[O:3][N:4]=[C:5]([C:6](=[O:7])[O:8][CH2:9][CH3:10])[c:11]1[n:12][c:13]([OH:16])[s:14][cH:15]1.[CH3:17][CH2:18][OH:19].[ClH:22].[K+:21].[OH-:20].[OH2:23]>>[CH2:1]([CH3:2])[O:3][N:4]=[C:5]([C:6](=[O:7])[OH:8])[c:11]1[n:12][c:13]([OH:16])[s:14][cH:15]1.